Dataset: the Open Reaction Database (ORD), a public repository of structured organic reaction records. Task: describe an organic reaction: reactants, conditions, products, and yield Starting materials: COC(=O)C(SC)c1ccc(N2Cc3ccccc3C2=O)cc1, CI, CN(C)C=O, [Cl-], [H-], [NH4+], [Na+]. The product is COC(=O)C(C)(SC)c1ccc(N2Cc3ccccc3C2=O)cc1. As a reaction SMILES: [CH3:1][S:2][CH:3]([C:4](=[O:5])[O:6][CH3:7])[c:8]1[cH:9][cH:10][c:11]([N:14]2[C:15](=[O:23])[c:16]3[cH:17][cH:18][cH:19][cH:20][c:21]3[CH2:22]2)[cH:12][cH:13]1.[CH3:26][I:27].[CH3:30][N:31]([CH3:32])[CH:33]=[O:34].[Cl-:28].[H-:24].[NH4+:29].[Na+:25]>>[CH3:1][S:2][C:3]([C:4](=[O:5])[O:6][CH3:7])([c:8]1[cH:9][cH:10][c:11]([N:14]2[C:15](=[O:23])[c:16]3[cH:17][cH:18][cH:19][cH:20][c:21]3[CH2:22]2)[cH:12][cH:13]1)[CH3:26]. Starting materials: C1(C(CCCC1)C(=O)OC)C(=O)OC (dimethyl cyclohexane-1,2-dicarboxylate), [OH-].[Na+] (NaOH). Run in P(=O)([O-])([O-])[O-].[K+].[K+].[K+] (potassium phosphate). Reaction conditions: temperature 30 celsius. Yields the product COC(=O)[C@@H]1[C@@H](CCCC1)C(=O)O ((1R,2S)-2-(methoxycarbonyl)cyclohexane carboxylic acid). The yield is 88.6%. As a reaction SMILES: [CH:1]1([C:11]([O:13]C)=[O:12])[CH2:6][CH2:5][CH2:4][CH2:3][CH:2]1[C:7]([O:9][CH3:10])=[O:8].[OH-].[Na+]>P([O-])([O-])([O-])=O.[K+].[K+].[K+]>[CH3:10][O:9][C:7]([C@H:2]1[CH2:3][CH2:4][CH2:5][CH2:6][C@H:1]1[C:11]([OH:13])=[O:12])=[O:8] |f:1.2,3.4.5.6|. Procedure: Into a 2-L jacketed vessel set at 30° C. was placed dimethyl cyclohexane-1,2-dicarboxylate (2, 84.6 g, 0.42 mol) and 900 mL of 0.1M potassium phosphate buffer, pH 8. The mixture was continuously stirred at 30° C. and PLE (600 mg, 10200 units) was added. The mixture was stirred for 91 hours and the pH was maintained at 8 by addition of 5M NaOH solution. An aliquot from the mixture was analyzed by GC to confirm that residual starting material was less than 5%. The reaction mixture was then filtere... Starting materials: NCC1=CC=C2C=3C(=CC=C(C3NC2=C1)C(=O)N)C1=C(C(=CC=C1)N1C(C2=CC=CC=C2C1)=O)C (7-(aminomethyl)-4-(2-methyl-3-(1-oxoisoindolin-2-yl)phenyl)-9H-carbazole-1-carboxamide), TEA, CS(=O)(=O)Cl (methanesulfonyl chloride). Solvent: C1CCOC1 (THF). Run at time 8 hour. Product: CC1=C(C=CC=C1N1C(C2=CC=CC=C2C1)=O)C1=CC=C(C=2NC3=CC(=CC=C3C12)CNS(=O)(=O)C)C(=O)N (4-(2-methyl-3-(1-oxoisoindolin-2-yl)phenyl)-7-(methylsulfonamidomethyl)-9H-carbazole-1-carboxamide). Yield: 20.0%. Reaction SMILES: [NH2:1][CH2:2][C:3]1[CH:15]=[C:14]2[C:6]([C:7]3[C:8]([C:19]4[CH:24]=[CH:23][CH:22]=[C:21]([N:25]5[CH2:33][C:32]6[C:27](=[CH:28][CH:29]=[CH:30][CH:31]=6)[C:26]5=[O:34])[C:20]=4[CH3:35])=[CH:9][CH:10]=[C:11]([C:16]([NH2:18])=[O:17])[C:12]=3[NH:13]2)=[CH:5][CH:4]=1.[CH3:36][S:37](Cl)(=[O:39])=[O:38]>C1COCC1>[CH3:35][C:20]1[C:21]([N:25]2[CH2:33][C:32]3[C:27](=[CH:28][CH:29]=[CH:30][CH:31]=3)[C:26]2=[O:34])=[CH:22][CH:23]=[CH:24][C:19]=1[C:8]1[C:7]2[C:6]3[C:14](=[CH:15][C:3]([CH2:2][NH:1][S:37]([CH3:36])(=[O:39])=[O:38])=[CH:4][CH:5]=3)[NH:13][C:12]=2[C:11]([C:16]([NH2:18])=[O:17])=[CH:10][CH:9]=1. Procedure: A solution of 7-(aminomethyl)-4-(2-methyl-3-(1-oxoisoindolin-2-yl)phenyl)-9H-carbazole-1-carboxamide (Example 33-1, 60 mg, 0.065 mmol) and TEA (23 μL, 0.163 mmol) in THF (1.3 mL) was treated with methanesulfonyl chloride (5.6 μL, 0.072 mmol) and the mixture was stirred at rt overnight. The mixture was concentrated and purified by preparative HPLC. The appropriate effluent fractions were concentrated and partitioned between EtOAc and NaHCO3 (aq). The organic phase was dried and concentrated, and ... The reactants are O=C(O)C(=O)O, CC(C)=CCNC(C)(C)CNC(=O)c1ccccc1, CCOC(C)=O, CO, O=C(O)C(=O)O. The product is CC(C)=CCN(C)C(C)(C)CNC(=O)c1ccccc1. RXN SMILES: [C:9]([OH:10])(=[O:11])[C:12]([OH:13])=[O:14].[CH3:15][C:16]([CH2:17][NH:18][C:19]([c:20]1[cH:21][cH:22][cH:23][cH:24][cH:25]1)=[O:26])([CH3:27])[NH:28][CH2:29][CH:30]=[C:31]([CH3:32])[CH3:33].[CH3:34][CH2:35][O:36][C:37](=[O:38])[CH3:39].[CH3:7][OH:8].[OH:1][C:2]([C:3](=[O:4])[OH:5])=[O:6]>>[CH3:2][N:28]([C:16]([CH3:15])([CH2:17][NH:18][C:19]([c:20]1[cH:21][cH:22][cH:23][cH:24][cH:25]1)=[O:26])[CH3:27])[CH2:29][CH:30]=[C:31]([CH3:32])[CH3:33].